The task is: describe an organic reaction: reactants, conditions, products, and yield. This data is from the Open Reaction Database (ORD), a public repository of structured organic reaction records. The reactants are C(C)(=O)C=1C=C2CCN(C2=CC1)C(=O)OCC (5-acetyl-1-ethoxycarbonyl-2,3-dihydro-1H-indole), BrCC(=O)C=1C=C2CCCC2=CC1 (5-bromoacetylindan). Product: BrCC(=O)C=1C=C2CCN(C2=CC1)C(=O)OCC (5-bromoacetyl-1-ethoxycarbonyl-2,3-dihydro-1H-indole). RXN SMILES: [C:1]([C:4]1[CH:5]=[C:6]2[C:10](=[CH:11][CH:12]=1)[N:9]([C:13]([O:15][CH2:16][CH3:17])=[O:14])[CH2:8][CH2:7]2)(=[O:3])[CH3:2].[Br:18]CC(C1C=C2C(=CC=1)CCC2)=O>>[Br:18][CH2:2][C:1]([C:4]1[CH:5]=[C:6]2[C:10](=[CH:11][CH:12]=1)[N:9]([C:13]([O:15][CH2:16][CH3:17])=[O:14])[CH2:8][CH2:7]2)=[O:3]. Reported procedure: *5-bromoacetyl-1-ethoxycarbonyl-2,3-dihydro-1H-indole was prepared from 5-acetyl-1-ethoxycarbonyl-2,3-dihydro-1H-indole (Y. Ishihara et al., J.Chem.. Soc. Perkin Trans.1, 1992, 3401) according to the procedure for preparing 5-bromoacetylindan described in Example 11. The reactants are C1CCOC1, CC(C)(C)[O-], CC#N, [K+], O=Cc1cccc(O)c1. The product is N#CCC(O)c1cccc(O)c1. RXN SMILES: [CH2:19]1[O:20][CH2:21][CH2:22][CH2:23]1.[CH3:1][C:2]([CH3:3])([O-:4])[CH3:5].[CH3:7][C:8]#[N:9].[K+:6].[OH:10][c:11]1[cH:12][c:13]([CH:14]=[O:15])[cH:16][cH:17][cH:18]1>>[CH2:7]([C:8]#[N:9])[CH:14]([c:13]1[cH:12][c:11]([OH:10])[cH:18][cH:17][cH:16]1)[OH:15]. Run at temperature 40 celsius, time 1 hour. Yields the product NC(CCCNC(N)=N)C(=O)O.[Ce] (DL-Arginine Cerium). Reported procedure: Into a 600 ml glass beaker containing a magnetic stir bar was introduced 500 ml of high purity (HP) water. A 2.006 gm quantity of DL-arginine was dissolved in this volume and the solution was heated to about 40° C., forming an alkaline solution. A 10.0 gm quantity of Ce(NO3)3·6(H2O) was added, dissolved with stirring, resulting in a solution pH of about pH 6. The molar ratio of DL-arginine to cerium ion was 0.5. Then a 10 ml solution containing 1.20 gm of 50% H2O2 (0.75 molar ratio of H2O2 to ce... Starting materials: [Ce] (cerium), N[C@@H](CCCNC(N)=N)C(=O)O (arginine), glass, cerium ion, [N+](=O)(O)[O-] (HNO3), NC(CCCNC(N)=N)C(=O)O (DL-arginine), NC(CCCNC(N)=N)C(=O)O (DL-arginine), Ce(NO3)3·6(H2O), solution, OO (H2O2). Run in O (water). Reaction SMILES: [NH2:1][CH:2]([C:10]([OH:12])=[O:11])[CH2:3][CH2:4][CH2:5][NH:6][C:7](=[NH:9])[NH2:8].OO.[Ce:15].N[C@H](C(O)=O)CCCNC(=N)N.[N+]([O-])(O)=O>O>[NH2:1][CH:2]([C:10]([OH:12])=[O:11])[CH2:3][CH2:4][CH2:5][NH:6][C:7](=[NH:8])[NH2:9].[Ce:15] |f:6.7|. Reactants: N, [N+](CCCC)(CCCC)(CCCC)CCCC.C([BH2-])#N, C1CN(C[C@@H](C1=O)O)S(=O)(=O)C. Reagents/catalysts: c1ccc(cc1)-c2c3ccccc3cc4ccccc24 (9-Phenylanthracene), CC(C)[O-].CC(C)[O-].CC(C)[O-].CC(C)[O-].[Ti+4] (Ti(OiPr)4). Reaction conditions: temperature 25 celsius, time 18 hour. Product: CS(=O)(=O)N1CC[C@@H](N)[C@@H](O)C1. As a reaction SMILES: [BH3-]C#[N:1].CCCC[N+](CCCC)(CCCC)CCCC.N.[CH3:2][S:3]([N:6]1[CH2:12][C@H:10]([OH:11])[C:9](=O)[CH2:8][CH2:7]1)(=[O:5])=[O:4]>>[CH3:2][S:3]([N:6]1[CH2:12][C@H:10]([OH:11])[C@H:9]([NH2:1])[CH2:8][CH2:7]1)(=[O:5])=[O:4].